This data is from the Open Reaction Database (ORD), a public repository of structured organic reaction records. The task is: describe an organic reaction: reactants, conditions, products, and yield Reaction SMILES: O=[C:2]([CH3:12])[CH:3]([C:6]1[CH:7]=[N:8][CH:9]=[CH:10][CH:11]=1)[C:4]#[N:5].Br.[NH2:14][NH2:15]>CCO.O>[CH3:12][C:2]1[NH:15][N:14]=[C:4]([NH2:5])[C:3]=1[C:6]1[CH:7]=[N:8][CH:9]=[CH:10][CH:11]=1 |f:1.2|. The solvent is CCO (EtOH), O (water). The reactants are O=C(C(C#N)C=1C=NC=CC1)C (3-Oxo-2-pyridin-3-yl-butyronitrile), Br.NN (Hydrazine hydrobromide). The product is CC1=C(C(=NN1)N)C=1C=NC=CC1 (5-Methyl-4-pyridin-3-yl-1H-pyrazol-3-ylamine). Procedure: 3-Oxo-2-pyridin-3-yl-butyronitrile (step 1) (1.00 g, 6.49 mmol) was dissolved in EtOH (10 ml) and water (2 ml). Hydrazine hydrobromide (2.82 g, 24.97 mmol) was added and the reaction mixture was heated at reflux for 1 hour. The solvent was removed in vacuo and the residue was partitioned between EtOAc and sat. NaHCO3. The organic phase was washed with water and brine, dried (MgSO4), filtered and the solvent was removed in vacuo to afford the title compound which was used without further purifica... The reactants are C(C)(C)(C)OC(=O)N1CC(CCC1)C1=NOC(=N1)CCC(=O)OC (Methyl 3-[3-(1-tert-Butyloxycarbonylpiperidin-3-yl)-1,2,4-oxadiazol-5-yl]propionate), N1C(=CC=C1)C1=NOC(=N1)CCC(=O)OC (Methyl 3-[3-(1H-Pyrrol-2-yl)-1,2,4-oxadiazol-5-yl]propionate), C(C)(C)(C)OC(=O)NC=1SC(=CC1)C1=NOC(=N1)CCC(=O)OC (Methyl 3-[3-(2-tert-Butyloxycarbonylaminothiophen-5-yl)-1,2,4-oxadiazol-5-yl]propionate), COC(CCC1=NC(=NO1)C=1C=C(SC1)NS(=O)(=O)CC)=O (Methyl-3-(2-Ethanesulfonylaminothiophene-4-yl-1,2,4-oxadiazol-5-yl)propionate), C(C)(C)[Si](OCC1=CC=C(C=C1)C1=NOC(=N1)CCC(=O)OC)(C(C)C)C(C)C (Methyl 3-[3-(4-Triisopropylsilyloxymethylphenyl)-1,2,4-oxadiazol-5-yl]propionate), Methyl 3-[3-(4-tert-Butyloxycarbonylamino-1-(2-trimethylsilyl)ethoxymethyl-1H-imidazol-5-yl)-1,2,4-oxadizaol-5-yl]propionate, 3-{4-[(5-(2-Carbomethyoxy)ethyl)-1,2,4-oxadiazol-3-yl]thiophen-2-yl}-1-isobutylurea, Methyl 3-[3-(5-tert-Butyloxycarbonylamino-1-(2-trimethylsilyl)ethoxymethyl-1H-imidazol-4-yl)-1,2,4-oxadiazol-5-yl]propionate, Methyl 3-[3-(3-tert-Butyloxycarbonylamino-1-(2-trimethylsilyl)ethoxymethyl-1H-pyrazol-4-yl)-1,2,4-oxadiazol-5-yl]propionate, C(C)(C)(C)OC(=O)N1C(CCCC1)C1=NOC(=N1)CCC(=O)OC (Methyl 3-[3-(1-tert-Butyloxycarbonylpiperidin-2-yl)-1,2,4-oxadiazol-5-yl]propionate), Methyl-3-[3-(5-tert-Butyloxycarbonylamino-3-methylisoxazol-4-yl)-1,2,4-oxadizol-5-yl]propionate, C(C)(C)(C)OC(=O)NC=1SC=C(C1)C1=NOC(=N1)CCC(=O)OC (Methyl 3-[3-(2-tert-Butyloxycarbonylaminothiophen-4-yl)-1,2,4-oxadiazol-5-yl]propionate), C(C)(C)[Si](OCC=1C=C(C=CC1)C1=NOC(=N1)CCC(=O)OC)(C(C)C)C(C)C (Methyl 3-[3-(3-Triisopropylsilyloxymethylphenyl)-1,2,4-oxadiazol-5-yl]propionate), CN1C(=CC=C1)C1=NOC(=N1)CCC(=O)OC (Methyl 3-[3-(1-Methyl-1H-pyrrol-2-yl)-1,2,4-oxadiazol-5-yl]propionate), COC(CCC1=NC(=NO1)CCl)=O (Methyl-3-(3-Chloromethyl-1,2,4-oxadiazol-5-yl)propionate), C(C)(C)(C)OC(=O)N1C(CCC1)C1=NOC(=N1)CCC(=O)OC (Methyl 3-[3-(1-tert-Butyloxycarbonylpyrrolidin-2-yl)-1,2,4-oxadiazol-5-yl]propionate), C(C)(C)(C)OC(=O)NC=1N(N=CC1C1=NOC(=N1)CCC(=O)OC)C (Methyl 3-[3-(3-tert-Butyloxycarbonylamino-2-methyl-2H-pyrazol-4-yl)-1,2,4-oxadiazol-5-yl]propionate). Product: C(C)(C)(C)OC(=O)N1CCC(CC1)C1=NOC(=N1)CCC(=O)OC (Methyl 3-[3-(1-tert-Butyloxycarbonylpiperidin-4-yl)-1,2,4-oxadiazol-5-yl]propionate). As a reaction SMILES: C(OC(N1C[CH2:12][CH2:11][CH:10]([C:14]2[N:18]=[C:17]([CH2:19][CH2:20][C:21]([O:23][CH3:24])=[O:22])[O:16][N:15]=2)[CH2:9]1)=O)(C)(C)C.[C:25]([O:29][C:30]([N:32]1CCCC[CH:33]1C1N=C(CCC(OC)=O)ON=1)=[O:31])([CH3:28])([CH3:27])[CH3:26].C(OC(N1CCCC1C1N=C(CCC(OC)=O)ON=1)=O)(C)(C)C.C(OC(NC1SC=C(C2N=C(CCC(OC)=O)ON=2)C=1)=O)(C)(C)C.C(OC(NC1SC(C2N=C(CCC(OC)=O)ON=2)=CC=1)=O)(C)(C)C.C(OC(NC1N(C)N=CC=1C1N=C(CCC(OC)=O)ON=1)=O)(C)(C)C.N1C=CC=C1C1N=C(CCC(OC)=O)ON=1.CN1C=CC=C1C1N=C(CCC(OC)=O)ON=1.C([Si](C(C)C)(C(C)C)OCC1C=C(C2N=C(CCC(OC)=O)ON=2)C=CC=1)(C)C.C([Si](C(C)C)(C(C)C)OCC1C=CC(C2N=C(CCC(OC)=O)ON=2)=CC=1)(C)C.COC(=O)CCC1ON=C(C2C=C(NS(CC)(=O)=O)SC=2)N=1.COC(=O)CCC1ON=C(CCl)N=1>>[C:25]([O:29][C:30]([N:32]1[CH2:33][CH2:9][CH:10]([C:14]2[N:18]=[C:17]([CH2:19][CH2:20][C:21]([O:23][CH3:24])=[O:22])[O:16][N:15]=2)[CH2:11][CH2:12]1)=[O:31])([CH3:28])([CH3:27])[CH3:26]. Procedure: Methyl 3-[3-(1-tert-Butyloxycarbonylpiperidin-3-yl)-1,2,4-oxadiazol-5-yl]propionate; Methyl 3-[3-(1-tert-Butyloxycarbonylpiperidin-2-yl)-1,2,4-oxadiazol-5-yl]propionate; Methyl 3-[3-(1-tert-Butyloxycarbonylpyrrolidin-2-yl)-1,2,4-oxadiazol-5-yl]propionate; Methyl 3-[3-(2-tert-Butyloxycarbonylaminothiophen-4-yl)-1,2,4-oxadiazol-5-yl]propionate; Methyl 3-[3-(2-tert-Butyloxycarbonylaminothiophen-5-yl)-1,2,4-oxadiazol-5-yl]propionate; Methyl 3-[3-(3-tert-Butyloxycarbonylamino-2-methyl-2H-pyrazol-4-yl... Reactants: CCCCCN(CCC12CC3CC(CC(C3)C1)C2)C(=O)CBr, O=C([O-])[O-], CI, CN(C)C=O, CCOCC, [K+], [K+], NCCc1ccncc1, O. Product: CCCCCN(CCC12CC3CC(CC(C3)C1)C2)C(=O)CNCCc1ccncc1. Reaction SMILES: [C:1]12([CH2:11][CH2:12][N:13]([C:14]([CH2:15][Br:16])=[O:17])[CH2:18][CH2:19][CH2:20][CH2:21][CH3:22])[CH2:2][CH:3]3[CH2:4][CH:5]([CH2:6][CH:7]([CH2:8]1)[CH2:9]3)[CH2:10]2.[C:23](=[O:24])([O-:25])[O-:26].[CH3:29][I:30].[CH3:40][N:41]([CH3:42])[CH:43]=[O:44].[CH3:45][CH2:46][O:47][CH2:48][CH3:49].[K+:27].[K+:28].[NH2:31][CH2:32][CH2:33][c:34]1[cH:35][cH:36][n:37][cH:38][cH:39]1.[OH2:50]>>[C:1]12([CH2:11][CH2:12][N:13]([C:14]([CH2:15][NH:31][CH2:32][CH2:33][c:34]3[cH:35][cH:36][n:37][cH:38][cH:39]3)=[O:17])[CH2:18][CH2:19][CH2:20][CH2:21][CH3:22])[CH2:2][CH:3]3[CH2:4][CH:5]([CH2:6][CH:7]([CH2:8]1)[CH2:9]3)[CH2:10]2. The reactants are [Br-], CC(C)c1cc(C(C)C)c(Br)c(C(C)C)c1, CCOCC, C1CCOC1, [Li]CCCC, [Mg+]C1CCCCC1, CC(C)C=Nc1c(C(C)C)cccc1C(C)C, PC(Cl)Cl, PCl, ClCCl. The product is [Li]c1c(C(C)C)cc(C(C)C)cc1C(C)C. RXN SMILES: [Br-:1].[Br:35][c:36]1[c:37]([CH:48]([CH3:49])[CH3:50])[cH:38][c:39]([CH:45]([CH3:46])[CH3:47])[cH:40][c:41]1[CH:42]([CH3:43])[CH3:44].[CH2:53]([O:54][CH2:55][CH3:56])[CH3:57].[CH2:58]1[O:59][CH2:60][CH2:61][CH2:62]1.[CH3:30][CH2:31][CH2:32][CH2:33][Li:34].[CH:2]1([Mg+:3])[CH2:4][CH2:5][CH2:6][CH2:7][CH2:8]1.[CH:9]([c:10]1[cH:11][cH:12][cH:13][c:14]([CH:15]([CH3:16])[CH3:17])[c:18]1[N:19]=[CH:20][CH:21]([CH3:22])[CH3:23])([CH3:24])[CH3:25].[Cl:26][CH:27]([PH2:28])[Cl:29].[Cl:51][PH2:52].[Cl:63][CH2:64][Cl:65]>>[Li:34][c:36]1[c:37]([CH:48]([CH3:49])[CH3:50])[cH:38][c:39]([CH:45]([CH3:46])[CH3:47])[cH:40][c:41]1[CH:42]([CH3:43])[CH3:44].